From a dataset of the Open Reaction Database (ORD), a public repository of structured organic reaction records. describe an organic reaction: reactants, conditions, products, and yield Yields the product BrC=1C=C2CCC(C2=CC1)OC1OCCCC1 (5-bromo-1-(tetrahydropyran-2-yloxy)indane). Run in C(Cl)Cl (methylene chloride). Conditions: time 3 hour. Reaction SMILES: [Br:1][C:2]1[CH:3]=[C:4]2[C:8](=[CH:9][CH:10]=1)[CH:7]([OH:11])[CH2:6][CH2:5]2.C1(C)C=CC(S([O-])(=O)=O)=CC=1.[NH+]1C=CC=CC=1.[O:29]1[CH:34]=[CH:33][CH2:32][CH2:31][CH2:30]1>C(Cl)Cl>[Br:1][C:2]1[CH:3]=[C:4]2[C:8](=[CH:9][CH:10]=1)[CH:7]([O:11][CH:30]1[CH2:31][CH2:32][CH2:33][CH2:34][O:29]1)[CH2:6][CH2:5]2 |f:1.2|. Reactants: ice water, BrC=1C=C2CCC(C2=CC1)O (5-bromo-1-hydroxyindane), O1CCCC=C1 (3,4-dihydro-2H-pyran), C1(=CC=C(C=C1)S(=O)(=O)[O-])C.[NH+]1=CC=CC=C1 (pyridinium p-toluenesulfonate). Procedure: 9.6 g of 5-bromo-1-hydroxyindane was dissolved in 100 ml of dry methylene chloride. To the solution were added, at room temperature, 570 mg of pyridinium p-toluenesulfonate and 4.5 ml of 3,4-dihydro-2H-pyran. The resulting mixture was stirred at the same temperature for 3 hours. The reaction mixture was added to ice water. The organic layer was separated, washed with a saturated aqueous sodium chloride solution, and dried over anhydrous magnesium sulfate. The solvent was removed by distillation ... Starting materials: CC(C)(C)OC(=O)c1ccc(Br)s1, C#CCNC(=O)OCc1ccccc1. Reaction SMILES: [C:15]([CH3:16])([CH3:17])([CH3:18])[O:19][C:20](=[O:21])[c:22]1[s:23][c:24]([Br:27])[cH:25][cH:26]1.[CH2:1]([c:2]1[cH:3][cH:4][cH:5][cH:6][cH:7]1)[O:8][C:9]([NH:10][CH2:11][C:12]#[CH:13])=[O:14]>>[CH2:1]([c:2]1[cH:3][cH:4][cH:5][cH:6][cH:7]1)[O:8][C:9]([NH:10][CH2:11][C:12]#[C:13][c:24]1[s:23][c:22]([C:20]([O:19][C:15]([CH3:16])([CH3:17])[CH3:18])=[O:21])[cH:26][cH:25]1)=[O:14]. Product: CC(C)(C)OC(=O)c1ccc(C#CCNC(=O)OCc2ccccc2)s1. Reactants: [Li]CCCC, C[Si](C)(Cl)CC[Si](C)(C)Cl, Nc1ccc(Cl)cc1F, O=C(Cl)OCc1ccccc1, Cl, C1CCOC1, O. Yields the product Nc1ccc(Cl)c(C(=O)OCc2ccccc2)c1F. Reaction SMILES: [CH2:10]([Li:11])[CH2:12][CH2:13][CH3:14].[Cl:15][Si:16]([CH3:17])([CH3:18])[CH2:19][CH2:20][Si:21]([Cl:22])([CH3:23])[CH3:24].[Cl:1][c:2]1[cH:3][c:4]([F:9])[c:5]([NH2:8])[cH:6][cH:7]1.[Cl:25][C:26](=[O:27])[O:28][CH2:29][c:30]1[cH:31][cH:32][cH:33][cH:34][cH:35]1.[ClH:36].[O:37]1[CH2:38][CH2:39][CH2:40][CH2:41]1.[OH2:42]>>[Cl:1][c:2]1[c:3]([C:26](=[O:27])[O:28][CH2:29][c:30]2[cH:31][cH:32][cH:33][cH:34][cH:35]2)[c:4]([F:9])[c:5]([NH2:8])[cH:6][cH:7]1. Reactants: C(C)(C)C1=CC=C(C=C1)C1=NC(NC2=CC=C(C=C12)OCC#C)=O (4-(4-isopropyl-phenyl)-6-prop-2-ynyloxy-1H-quinazolin-2-one), O1C=C1C1=CC=CC=C1 (epoxy-styrene), C([O-])([O-])=O.[K+].[K+] (potassium carbonate). The reagents and catalysts are [Cl-].C(C1=CC=CC=C1)[N+](CC)(CC)CC (benzyl-triethylammonium chloride). Run in O1CCOCC1 (dioxane). Run at temperature 90 celsius. The product is OC(CN1C(N=C(C2=CC(=CC=C12)OCC#C)C1=CC=C(C=C1)C(C)C)=O)C1=CC=CC=C1 (1-(2-hydroxy-2-phenyl-ethyl)-4-(4-isopropyl-phenyl)-6-prop-2-ynyloxy-1H-quinazolin-2-one). Reaction SMILES: [CH:1]([C:4]1[CH:9]=[CH:8][C:7]([C:10]2[C:19]3[C:14](=[CH:15][CH:16]=[C:17]([O:20][CH2:21][C:22]#[CH:23])[CH:18]=3)[NH:13][C:12](=[O:24])[N:11]=2)=[CH:6][CH:5]=1)([CH3:3])[CH3:2].[O:25]1[C:27]([C:28]2[CH:33]=[CH:32][CH:31]=[CH:30][CH:29]=2)=[CH:26]1.C(=O)([O-])[O-].[K+].[K+]>[Cl-].C([N+](CC)(CC)CC)C1C=CC=CC=1.O1CCOCC1>[OH:25][CH:27]([C:28]1[CH:33]=[CH:32][CH:31]=[CH:30][CH:29]=1)[CH2:26][N:13]1[C:14]2[C:19](=[CH:18][C:17]([O:20][CH2:21][C:22]#[CH:23])=[CH:16][CH:15]=2)[C:10]([C:7]2[CH:6]=[CH:5][C:4]([CH:1]([CH3:3])[CH3:2])=[CH:9][CH:8]=2)=[N:11][C:12]1=[O:24] |f:2.3.4,5.6|. Procedure details: A mixture of 2.00 g (6.28 mmol) 4-(4-isopropyl-phenyl)-6-prop-2-ynyloxy-1H-quinazolin-2-one, 0.72 ml (6.28 mmol) epoxy-styrene, 0.143 g (0.628 mmol) benzyl-triethylammonium chloride (TEBA), 0.086 g (0.628 mmol) potassium carbonate and 5 ml dioxane is heated at 90° C. for 18 h. Aqueous work up followed by chromatography on silica gives 1-(2-hydroxy-2-phenyl-ethyl)-4-(4-isopropyl-phenyl)-6-prop-2-ynyloxy-1H-quinazolin-2-one. The reactants are CCOC(=O)CN, O=C(Cl)CCl, Cl, [Na+], O=C([O-])O. Yields the product CCOC(=O)CNC(=O)CCl. Reaction SMILES: [CH2:1]([CH3:2])[O:3][C:4]([CH2:5][NH2:6])=[O:7].[Cl:14][CH2:15][C:16](=[O:17])[Cl:18].[ClH:8].[Na+:13].[O-:9][C:10]([OH:11])=[O:12]>>[CH2:1]([CH3:2])[O:3][C:4]([CH2:5][NH:6][C:16]([CH2:15][Cl:14])=[O:17])=[O:7]. The reactants are CC#N, O=C(O)C1CCCCC1, Cl, [NH2-], [Na], C1CCOC1. Yields the product N#CCC(=O)C1CCCCC1. Reaction SMILES: [CH3:3][C:4]#[N:5].[CH:6]1([C:12](=[O:13])[OH:14])[CH2:7][CH2:8][CH2:9][CH2:10][CH2:11]1.[ClH:15].[NH2-:2].[Na:1].[O:16]1[CH2:17][CH2:18][CH2:19][CH2:20]1>>[CH2:3]([C:4]#[N:5])[C:12]([CH:6]1[CH2:7][CH2:8][CH2:9][CH2:10][CH2:11]1)=[O:13].